From a dataset of the Open Reaction Database (ORD), a public repository of structured organic reaction records. describe an organic reaction: reactants, conditions, products, and yield Starting materials: O=C([O-])[O-], CCI, CN(C)C=O, [K+], [K+], OCCCCOc1cc(CNc2nc3ccccc3n2C2OC(CO)C(O)C2O)ccc1O. The product is CCOc1ccc(CNc2nc3ccccc3n2C2OC(CO)C(O)C2O)cc1OCCCCO. Reaction SMILES: [C:34](=[O:35])([O-:36])[O-:37].[CH2:40]([CH3:41])[I:42].[CH3:43][N:44]([CH3:45])[CH:46]=[O:47].[K+:38].[K+:39].[OH:1][c:2]1[c:3]([O:28][CH2:29][CH2:30][CH2:31][CH2:32][OH:33])[cH:4][c:5]([CH2:6][NH:7][c:8]2[n:9][c:10]3[c:11]([n:12]2[CH:13]2[CH:14]([OH:15])[CH:16]([OH:17])[CH:18]([CH2:20][OH:21])[O:19]2)[cH:22][cH:23][cH:24][cH:25]3)[cH:26][cH:27]1>>[O:1]([c:2]1[c:3]([O:28][CH2:29][CH2:30][CH2:31][CH2:32][OH:33])[cH:4][c:5]([CH2:6][NH:7][c:8]2[n:9][c:10]3[c:11]([n:12]2[CH:13]2[CH:14]([OH:15])[CH:16]([OH:17])[CH:18]([CH2:20][OH:21])[O:19]2)[cH:22][cH:23][cH:24][cH:25]3)[cH:26][cH:27]1)[CH2:40][CH3:41].